This data is from the Open Reaction Database (ORD), a public repository of structured organic reaction records. The task is: describe an organic reaction: reactants, conditions, products, and yield Starting materials: N1=CC=CC=C1 (pyridine), S(=O)(Cl)Cl (thionyl chloride), [N+](=O)([O-])C1=C(C=CC=C1)CCO (2-(2-nitrophenyl)ethanol), ice water, C1(=CC=CC=C1)C (toluene). Solvent: C(Cl)(Cl)Cl (chloroform). The product is [N+](=O)([O-])C1=C(C=CC=C1)CCCl (2-(2-nitrophenyl)ethyl chloride). The yield is 83.3%. RXN SMILES: N1C=CC=CC=1.S(Cl)([Cl:9])=O.[N+:11]([C:14]1[CH:19]=[CH:18][CH:17]=[CH:16][C:15]=1[CH2:20][CH2:21]O)([O-:13])=[O:12].C1(C)C=CC=CC=1>C(Cl)(Cl)Cl>[N+:11]([C:14]1[CH:19]=[CH:18][CH:17]=[CH:16][C:15]=1[CH2:20][CH2:21][Cl:9])([O-:13])=[O:12]. Procedure: 2.1 ml abs. pyridine and 21.62 g thionyl chloride (13.3 ml,. 0.18 mol) is added to 10.13 9 2-(2-nitrophenyl)ethanol (60 mmol) in 36 ml abs. toluene. After 2 h reflux, this is cooled and poured onto ice. The ice water is mixed with 50 ml chloroform and extracted 2× each with 50 ml chloroform. The combined organic phases are neutralized 2× each with 100 ml saturated bicarbonate solution. After drying with Na2SO4, this is filtered and rotary evaporated. After distillation under high-vacuum, 9.7 9 (...